This data is from the Open Reaction Database (ORD), a public repository of structured organic reaction records. The task is: describe an organic reaction: reactants, conditions, products, and yield Reaction SMILES: [CH3:1][N:2]1[CH2:25][CH2:24][C:5]2[N:6]([CH2:14][C:15]3([C:18]4[CH:19]=[N:20][CH:21]=[CH:22][CH:23]=4)[CH2:17][O:16]3)[C:7]3[CH:8]=[CH:9][C:10]([CH3:13])=[CH:11][C:12]=3[C:4]=2[CH2:3]1.[NH3:26]>CO>[NH2:26][CH2:17][C:15]([C:18]1[CH:19]=[N:20][CH:21]=[CH:22][CH:23]=1)([OH:16])[CH2:14][N:6]1[C:7]2[CH:8]=[CH:9][C:10]([CH3:13])=[CH:11][C:12]=2[C:4]2[CH2:3][N:2]([CH3:1])[CH2:25][CH2:24][C:5]1=2. The solvent is CO (MeOH). Yields the product NCC(CN1C2=C(C=3C=C(C=CC13)C)CN(CC2)C)(O)C=2C=NC=CC2 (1-amino-3-(2,8-dimethyl-3,4-dihydro-1H-pyrido[4,3-b]indol-5(2H)-yl)-2-(pyridin-3-yl)propan-2-ol). Conditions: time 24 hour. Reported procedure: 2,8-Dimethyl-5-((2-(pyridin-3-yl)oxiran-2-yl)methyl)-2,3,4,5-tetrahydro-1H-pyrido[4,3-b]indole (100 mg, 0.3 mmol) was dissolved in MeOH (2 mL) and aq. ammonia (2 mL) and the reaction mixture was allowed to stir at RT for 24 h. The progress of reaction was monitored by LCMS. The volatiles were removed under reduced pressure to obtain a crude oily product that was purified by reverse phase HPLC to afford 7 mg of 1-amino-3-(2,8-dimethyl-3,4-dihydro-1H-pyrido[4,3-b]indol-5(2H)-yl)-2-(pyridin-3-yl)pr... Starting materials: CN1CC2=C(N(C=3C=CC(=CC23)C)CC2(OC2)C=2C=NC=CC2)CC1 (2,8-Dimethyl-5-((2-(pyridin-3-yl)oxiran-2-yl)methyl)-2,3,4,5-tetrahydro-1H-pyrido[4,3-b]indole), N (ammonia). Reactants: BrCCOC1CCCCO1, Cc1ccc2c(c1)C1(CCNCC1)C(=O)N2, CN(C)C=O, [H-], [Na+]. Product: Cc1ccc2c(c1)C1(CCNCC1)C(=O)N2CCOC1CCCCO1. RXN SMILES: [Br:19][CH2:20][CH2:21][O:22][CH:23]1[O:24][CH2:25][CH2:26][CH2:27][CH2:28]1.[CH3:1][c:2]1[cH:3][c:4]2[c:8]([cH:9][cH:10]1)[NH:7][C:6](=[O:11])[C:5]21[CH2:12][CH2:13][NH:14][CH2:15][CH2:16]1.[CH3:29][N:30]([CH3:31])[CH:32]=[O:33].[H-:17].[Na+:18]>>[CH3:1][c:2]1[cH:3][c:4]2[c:8]([cH:9][cH:10]1)[N:7]([CH2:20][CH2:21][O:22][CH:23]1[O:24][CH2:25][CH2:26][CH2:27][CH2:28]1)[C:6](=[O:11])[C:5]21[CH2:12][CH2:13][NH:14][CH2:15][CH2:16]1.